This data is from the Open Reaction Database (ORD), a public repository of structured organic reaction records. The task is: describe an organic reaction: reactants, conditions, products, and yield The reactants are CC(=O)OCC1OC(c2ccc(Br)c(Cc3ncc(-c4ccco4)s3)c2)C(OC(C)=O)C(OC(C)=O)C1OC(C)=O, O=C([O-])[O-], OB(O)C1CC1, C1CCC([PH+](C2CCCCC2)C2CCCCC2)CC1, [Cs+], [Cs+], F[B-](F)(F)F, CC(=O)[O-], CC(=O)[O-], [Pd+2]. The product is CC(=O)OCC1OC(c2ccc(C3CC3)c(Cc3ncc(-c4ccco4)s3)c2)C(OC(C)=O)C(OC(C)=O)C1OC(C)=O. As a reaction SMILES: [C:1]([CH3:2])(=[O:3])[O:4][CH:5]1[CH:6]([CH2:37][O:38][C:39]([CH3:40])=[O:41])[O:7][CH:8]([c:19]2[cH:20][c:21]([CH2:26][c:27]3[s:28][c:29](-[c:32]4[o:33][cH:34][cH:35][cH:36]4)[cH:30][n:31]3)[c:22]([Br:25])[cH:23][cH:24]2)[CH:9]([O:15][C:16]([CH3:17])=[O:18])[CH:10]1[O:11][C:12]([CH3:13])=[O:14].[C:72](=[O:73])([O-:74])[O-:75].[CH:42]1([B:45]([OH:46])[OH:47])[CH2:43][CH2:44]1.[CH:53]1([PH+:54]([CH:55]2[CH2:56][CH2:57][CH2:58][CH2:59][CH2:60]2)[CH:61]2[CH2:62][CH2:63][CH2:64][CH2:65][CH2:66]2)[CH2:67][CH2:68][CH2:69][CH2:70][CH2:71]1.[Cs+:76].[Cs+:77].[F:48][B-:49]([F:50])([F:51])[F:52].[O-:79][C:80]([CH3:81])=[O:82].[O-:83][C:84]([CH3:85])=[O:86].[Pd+2:78]>>[C:1]([CH3:2])(=[O:3])[O:4][CH:5]1[CH:6]([CH2:37][O:38][C:39]([CH3:40])=[O:41])[O:7][CH:8]([c:19]2[cH:20][c:21]([CH2:26][c:27]3[s:28][c:29](-[c:32]4[o:33][cH:34][cH:35][cH:36]4)[cH:30][n:31]3)[c:22]([CH:42]3[CH2:43][CH2:44]3)[cH:23][cH:24]2)[CH:9]([O:15][C:16]([CH3:17])=[O:18])[CH:10]1[O:11][C:12]([CH3:13])=[O:14]. Starting materials: C(=O)(C(F)(F)F)O (TFA), C(#N)C1=CC(=C(C=C1)C=1C=NN(C1O)C1=NC=C(C(=O)O)C=C1)C (6-(4-(4-cyano-2-methylphenyl)-5-hydroxy-1H-pyrazol-1-yl)nicotinic acid), CN1C(CCC1)CCN (2-(1-methylpyrrolidin-2-yl)ethanamine). Yields the product C(#N)C1=CC(=C(C=C1)C=1C=NN(C1O)C1=NC=C(C(=O)NCCC2N(CCC2)C)C=C1)C (6-(4-(4-cyano-2-methylphenyl)-5-hydroxy-1H-pyrazol-1-yl)-N-(2-(1-methylpyrrolidin-2-yl)ethyl)nicotinamide). RXN SMILES: C(O)(C(F)(F)F)=O.[C:8]([C:10]1[CH:15]=[CH:14][C:13]([C:16]2[CH:17]=[N:18][N:19]([C:22]3[CH:30]=[CH:29][C:25]([C:26](O)=[O:27])=[CH:24][N:23]=3)[C:20]=2[OH:21])=[C:12]([CH3:31])[CH:11]=1)#[N:9].[CH3:32][N:33]1[CH2:37][CH2:36][CH2:35][CH:34]1[CH2:38][CH2:39][NH2:40]>>[C:8]([C:10]1[CH:15]=[CH:14][C:13]([C:16]2[CH:17]=[N:18][N:19]([C:22]3[CH:30]=[CH:29][C:25]([C:26]([NH:40][CH2:39][CH2:38][CH:34]4[CH2:35][CH2:36][CH2:37][N:33]4[CH3:32])=[O:27])=[CH:24][N:23]=3)[C:20]=2[OH:21])=[C:12]([CH3:31])[CH:11]=1)#[N:9]. Reported procedure: The title compound, as a TFA salt, was prepared in a manner similar to Example 74 using 6-(4-(4-cyano-2-methylphenyl)-5-hydroxy-1H-pyrazol-1-yl)nicotinic acid and 2-(1-methylpyrrolidin-2-yl)ethanamine. 1H NMR (400 MHz, DMSO-d6) δ ppm 1.60-1.83 (m, 2H) 1.83-2.08 (m, 2H) 2.18 (dd, J=12.88, 4.29 Hz, 1H) 2.27-2.41 (m, 1H) 2.44 (s, 3H) 2.84 (d, J=3.54 Hz, 3H) 3.08 (br. s., 1H) 3.29 (br. s., 1H) 3.40 (q, J=6.57 Hz, 2H) 3.58 (d, J=4.29 Hz, 1H) 7.67 (d, J=7.58 Hz, 1H) 7.70-7.89 (m, 2H) 8.20 (br. s., 1H)... The reactants are CC1=CC=C(C=C1)C=1C(=CC=CC1)C(=O)NC1=CC=C(C(=O)N(C2=C(C=CC=C2)OCCCC(=O)OCC)C)C=C1 (4-(4′-methylbiphenyl-2-carboxamido)-N-methyl-N-[2-(3-ethoxycarbonylprop-1-yloxy)phenyl]benzamide), [H-].C(C(C)C)[Al+]CC(C)C (diisobutylaluminum hydride). Run in ClCCl (dichloromethane), C1(=CC=CC=C1)C (toluene). Reaction conditions: time 2 hour. The product is CC1=CC=C(C=C1)C=1C(=CC=CC1)C(=O)NC1=CC=C(C(=O)N(C2=C(C=CC=C2)OCCCC=O)C)C=C1 (4-(4′-methylbiphenyl-2-carboxamido)-N-methyl-N-[2-(3-formylprop-1-yloxy)phenyl]benzamide). Isolated yield 97.5%. Reaction SMILES: [CH3:1][C:2]1[CH:7]=[CH:6][C:5]([C:8]2[C:9]([C:14]([NH:16][C:17]3[CH:41]=[CH:40][C:20]([C:21]([N:23]([CH3:39])[C:24]4[CH:29]=[CH:28][CH:27]=[CH:26][C:25]=4[O:30][CH2:31][CH2:32][CH2:33][C:34](OCC)=[O:35])=[O:22])=[CH:19][CH:18]=3)=[O:15])=[CH:10][CH:11]=[CH:12][CH:13]=2)=[CH:4][CH:3]=1.[H-].C([Al+]CC(C)C)C(C)C>ClCCl.C1(C)C=CC=CC=1>[CH3:1][C:2]1[CH:3]=[CH:4][C:5]([C:8]2[C:9]([C:14]([NH:16][C:17]3[CH:18]=[CH:19][C:20]([C:21]([N:23]([CH3:39])[C:24]4[CH:29]=[CH:28][CH:27]=[CH:26][C:25]=4[O:30][CH2:31][CH2:32][CH2:33][CH:34]=[O:35])=[O:22])=[CH:40][CH:41]=3)=[O:15])=[CH:10][CH:11]=[CH:12][CH:13]=2)=[CH:6][CH:7]=1 |f:1.2|. Procedure details: To a solution of 4-(4′-methylbiphenyl-2-carboxamido)-N-methyl-N-[2-(3-ethoxycarbonylprop-1-yloxy)phenyl]benzamide (1.10 g) in dichloromethane (20 ml) was added dropwise a solution of diisobutylaluminum hydride in toluene (1.5 M solution, 2 ml) at −78° C. and the mixture was stirred at the same temperature for 2 hours. The reaction was quenched with addition of water and the resulting mixture was warmed to ambient temperature. The mixture was extracted with dichloromethane and the organic phase w... Reactants: CCOC(=O)c1ccc(Cl)c(Oc2cc(NC(=S)NC(=O)c3ccccc3)ncc2Br)c1, O=C([O-])[O-], CCO, [K+], [K+]. The product is CCOC(=O)c1ccc(Cl)c(Oc2cc(NC(N)=S)ncc2Br)c1. RXN SMILES: [C:1](=[O:2])([c:3]1[cH:4][cH:5][cH:6][cH:7][cH:8]1)[NH:9][C:10]([NH:11][c:12]1[n:13][cH:14][c:15]([Br:31])[c:16]([O:18][c:19]2[cH:20][c:21]([C:22](=[O:23])[O:24][CH2:25][CH3:26])[cH:27][cH:28][c:29]2[Cl:30])[cH:17]1)=[S:32].[C:33](=[O:34])([O-:35])[O-:36].[CH3:39][CH2:40][OH:41].[K+:37].[K+:38]>>[NH2:9][C:10]([NH:11][c:12]1[n:13][cH:14][c:15]([Br:31])[c:16]([O:18][c:19]2[cH:20][c:21]([C:22](=[O:23])[O:24][CH2:25][CH3:26])[cH:27][cH:28][c:29]2[Cl:30])[cH:17]1)=[S:32]. Starting materials: Cl.NCC(=O)NC(C1=CC=C(C=C1)C(F)(F)F)C1=CC=CC=C1 (rac-2-amino-N-[phenyl-(4-trifluoromethyl-phenyl)-methyl]-acetamide hydrochloride), ClC1=CC=C(C(=O)O)C=C1 (4-chlorobenzoic acid). The product is ClC1=CC=C(C(=O)NCC(NC(C2=CC=C(C=C2)C(F)(F)F)C2=CC=CC=C2)=O)C=C1 (rac-4-Chloro-N-({[phenyl-(4-trifluoromethyl-phenyl)-methyl]-carbamoyl}-methyl)-benzamide). Reaction SMILES: Cl.[NH2:2][CH2:3][C:4]([NH:6][CH:7]([C:18]1[CH:23]=[CH:22][CH:21]=[CH:20][CH:19]=1)[C:8]1[CH:13]=[CH:12][C:11]([C:14]([F:17])([F:16])[F:15])=[CH:10][CH:9]=1)=[O:5].[Cl:24][C:25]1[CH:33]=[CH:32][C:28]([C:29](O)=[O:30])=[CH:27][CH:26]=1>>[Cl:24][C:25]1[CH:33]=[CH:32][C:28]([C:29]([NH:2][CH2:3][C:4](=[O:5])[NH:6][CH:7]([C:18]2[CH:23]=[CH:22][CH:21]=[CH:20][CH:19]=2)[C:8]2[CH:13]=[CH:12][C:11]([C:14]([F:15])([F:16])[F:17])=[CH:10][CH:9]=2)=[O:30])=[CH:27][CH:26]=1 |f:0.1|. Procedure details: Prepared in analogy to example 1.12 from rac-2-amino-N-[phenyl-(4-trifluoromethyl-phenyl)-methyl]-acetamide hydrochloride (example 3.2) and 4-chlorobenzoic acid. Reactants: [OH-].[Li+] (lithium hydroxide), C(=O)(O)CCCN([C@@H](C(C)C)C(=O)N[C@@H](C(C)C)C(=O)N(C)[C@H]([C@@H](CC(=O)N1[C@@H](CCC1)[C@@H]([C@H](C(=O)N[C@H](COCC1=CC=C(C=C1)C(=O)OC)CC1=CC=CC=C1)C)OC)OC)[C@H](CC)C)C (N-(3-carboxypropyl)-N-methyl-L-valyl-N-[(3R,4S,5S)-3-methoxy-1-{(2S)-2-[(1R,2R)-1-methoxy-3-{[(2S)-1-{[4-(methoxycarbonyl)benzyl]oxy}-3-phenylpropane-2-yl]amino}-2-methyl-3-oxopropyl]pyrrolidin-1-yl}-5-methyl-1-oxoheptan-4-yl]-N-methyl-L-valinamide), Cl (hydrochloric acid). The solvent is C1CCOC1.O (THF water). Run at time 3 hour. Product: C(=O)(O)CCCN([C@@H](C(C)C)C(=O)N[C@@H](C(C)C)C(=O)N(C)[C@H]([C@@H](CC(=O)N1[C@@H](CCC1)[C@@H]([C@H](C(=O)N[C@H](COCC1=CC=C(C=C1)C(=O)O)CC1=CC=CC=C1)C)OC)OC)[C@H](CC)C)C (N-(3-carboxypropyl)-N-methyl-L-valyl-N-[(3R,4S,5S)-1-{(2S)-2-[(1R,2R)-3-({(2S)-1-[(4-carboxybenzyl)oxy]-3-phenylpropane-2-yl}amino)-1-methoxy-2-methyl-3-oxopropyl]pyrrolidin-1-yl}-3-methoxy-5-methyl-1-oxoheptan-4-yl]-N-methyl-L-valinamide). As a reaction SMILES: [C:1]([CH2:4][CH2:5][CH2:6][N:7]([CH3:68])[C@H:8]([C:12]([NH:14][C@H:15]([C:19]([N:21]([C@@H:23]([C@@H:64]([CH3:67])[CH2:65][CH3:66])[C@H:24]([O:62][CH3:63])[CH2:25][C:26]([N:28]1[CH2:32][CH2:31][CH2:30][C@H:29]1[C@H:33]([O:60][CH3:61])[C@@H:34]([CH3:59])[C:35]([NH:37][C@@H:38]([CH2:52][C:53]1[CH:58]=[CH:57][CH:56]=[CH:55][CH:54]=1)[CH2:39][O:40][CH2:41][C:42]1[CH:47]=[CH:46][C:45]([C:48]([O:50]C)=[O:49])=[CH:44][CH:43]=1)=[O:36])=[O:27])[CH3:22])=[O:20])[CH:16]([CH3:18])[CH3:17])=[O:13])[CH:9]([CH3:11])[CH3:10])([OH:3])=[O:2].[OH-].[Li+].Cl>C1COCC1.O>[C:1]([CH2:4][CH2:5][CH2:6][N:7]([CH3:68])[C@H:8]([C:12]([NH:14][C@H:15]([C:19]([N:21]([C@@H:23]([C@@H:64]([CH3:67])[CH2:65][CH3:66])[C@H:24]([O:62][CH3:63])[CH2:25][C:26]([N:28]1[CH2:32][CH2:31][CH2:30][C@H:29]1[C@H:33]([O:60][CH3:61])[C@@H:34]([CH3:59])[C:35]([NH:37][C@@H:38]([CH2:52][C:53]1[CH:58]=[CH:57][CH:56]=[CH:55][CH:54]=1)[CH2:39][O:40][CH2:41][C:42]1[CH:43]=[CH:44][C:45]([C:48]([OH:50])=[O:49])=[CH:46][CH:47]=1)=[O:36])=[O:27])[CH3:22])=[O:20])[CH:16]([CH3:18])[CH3:17])=[O:13])[CH:9]([CH3:11])[CH3:10])([OH:3])=[O:2] |f:1.2,4.5|. Reported procedure: 7.5 mg (8 μmol) of N-(3-carboxypropyl)-N-methyl-L-valyl-N-[(3R,4S,5S)-3-methoxy-1-{(2S)-2-[(1R,2R)-1-methoxy-3-{[(2S)-1-{[4-(methoxycarbonyl)benzyl]oxy}-3-phenylpropane-2-yl]amino}-2-methyl-3-oxopropyl]pyrrolidin-1-yl}-5-methyl-1-oxoheptan-4-yl]-N-methyl-L-valinamide (example 26) were dissolved in 0.25 ml of THF/water (1:1). 0.8 mg (32 μmol) of lithium hydroxide were added and the batch stirred for 3 hours at RT. Then, the reaction composition was acidized with 1 N hydrochloric acid and extracte... Starting materials: acid, O(C1=CC=CC=C1)C=1C=C(CO)C=CC1 (m-phenoxybenzyl alcohol), N1=CC=CC=C1 (pyridine), C(C)(C)C(C(=O)Cl)C1=CC=C(C=C1)OC(F)(F)F (α-isopropyl-4-trifluoromethoxyphenylacetyl chloride). Run in C(Cl)Cl (methylene chloride), C(Cl)Cl (methylene chloride). Reaction conditions: time 8 hour. Product: C(C)(C)C(C(=O)OCC1=CC(=CC=C1)OC1=CC=CC=C1)C1=CC=C(C=C1)OC(F)(F)F (m-Phenoxybenzyl α-isopropyl-4-trifluoromethoxyphenylacetate). As a reaction SMILES: [O:1]([C:8]1[CH:9]=[C:10]([CH:13]=[CH:14][CH:15]=1)[CH2:11][OH:12])[C:2]1[CH:7]=[CH:6][CH:5]=[CH:4][CH:3]=1.N1C=CC=CC=1.[CH:22]([CH:25]([C:29]1[CH:34]=[CH:33][C:32]([O:35][C:36]([F:39])([F:38])[F:37])=[CH:31][CH:30]=1)[C:26](Cl)=[O:27])([CH3:24])[CH3:23]>C(Cl)Cl>[CH:22]([CH:25]([C:29]1[CH:34]=[CH:33][C:32]([O:35][C:36]([F:37])([F:38])[F:39])=[CH:31][CH:30]=1)[C:26]([O:12][CH2:11][C:10]1[CH:13]=[CH:14][CH:15]=[C:8]([O:1][C:2]2[CH:3]=[CH:4][CH:5]=[CH:6][CH:7]=2)[CH:9]=1)=[O:27])([CH3:24])[CH3:23]. Reported procedure: To a solution of m-phenoxybenzyl alcohol (1.89 g) and pyridine (1 ml) in methylene chloride (6 ml) is added a methylene chloride (7 ml) solution of α-isopropyl-4-trifluoromethoxyphenylacetyl chloride, prepared from the corresponding acid (2.46 g) as illustrated in Example 15. After stirring the reaction mixture overnight, it is washed with water, diluted hydrochloric acid solution, dilute potassium hydroxide solution, water and evaporated to an orange oil. Purification by silica gel chromatograp... Reactants: CC(C)CCCCCCC(=O)O, CCCCCC, O, OCc1ccc(O)cc1. Product: CC(C)CCCCCCC(=O)OCc1ccc(O)cc1. RXN SMILES: [CH3:10][CH:11]([CH2:12][CH2:13][CH2:14][CH2:15][CH2:16][CH2:17][C:18](=[O:19])[OH:20])[CH3:21].[CH3:23][CH2:24][CH2:25][CH2:26][CH2:27][CH3:28].[OH2:22].[OH:1][c:2]1[cH:3][cH:4][c:5]([CH2:6][OH:7])[cH:8][cH:9]1>>[OH:1][c:2]1[cH:3][cH:4][c:5]([CH2:6][O:7][C:18]([CH2:17][CH2:16][CH2:15][CH2:14][CH2:13][CH2:12][CH:11]([CH3:10])[CH3:21])=[O:19])[cH:8][cH:9]1.